Dataset: the Open Reaction Database (ORD), a public repository of structured organic reaction records. Task: describe an organic reaction: reactants, conditions, products, and yield The reactants are ClC=1C(=C(C(=C(C1OC)OCCC(C)C1=CC=C(C=C1)F)O)C(C)=O)C (1-{3-Chloro-5-[3-(4-fluoro-phenyl)-butoxy]-6-hydroxy-4-methoxy-2-methyl-phenyl}-ethanone), CS(=O)(=O)OCCC1=NC=CC=C1 (2-pyridin-2-ylethyl methanesulfonate). Product: ClC=1C(=C(C(=C(C1OC)OCCC(C)C1=CC=C(C=C1)F)OCCC1=NC=CC=C1)C(C)=O)C (1-[3-Chloro-5-[3-(4-fluoro-phenyl)-butoxy]-4-methoxy-2-methyl-6-(2-pyridin-2-yl-ethoxy)-phenyl]-ethanone). Procedure: Example 7c (500 mg, 1.31 mmol) was reacted with 2-pyridin-2-ylethyl methanesulfonate (2.0 eq.) as described under General Procedure F to give the title compound as an oil (410 mg, 89%). 1H NMR (300 MHz, CDCl3) δ 8.52 (d, J=4.1 Hz, 1H), 7.58 (dt, J=7.7, 1.8 Hz, 1H), 7.17-7.10 (m, 4H), 6.97-6.90 (m, 2H), 4.37 (t, J=6.6 Hz, 2H), 3.85 (t, J=6.6 Hz, 2H), 3.81 (s, 3H), 3.10 (t, J=6.5 Hz, 2H), 2.98-2.91 (m, 1H), 2.26 (s, 3H), 2.14 (s, 3H), 1.96-1.88 (m, 2H), 1.25 (d, J=7.0 Hz, 3H). MS (ES+) m/z 485.9 (... Reaction SMILES: [Cl:1][C:2]1[C:3]([CH3:26])=[C:4]([C:23](=[O:25])[CH3:24])[C:5]([OH:22])=[C:6]([O:10][CH2:11][CH2:12][CH:13]([C:15]2[CH:20]=[CH:19][C:18]([F:21])=[CH:17][CH:16]=2)[CH3:14])[C:7]=1[O:8][CH3:9].CS(O[CH2:32][CH2:33][C:34]1[CH:39]=[CH:38][CH:37]=[CH:36][N:35]=1)(=O)=O>>[Cl:1][C:2]1[C:3]([CH3:26])=[C:4]([C:23](=[O:25])[CH3:24])[C:5]([O:22][CH2:32][CH2:33][C:34]2[CH:39]=[CH:38][CH:37]=[CH:36][N:35]=2)=[C:6]([O:10][CH2:11][CH2:12][CH:13]([C:15]2[CH:20]=[CH:19][C:18]([F:21])=[CH:17][CH:16]=2)[CH3:14])[C:7]=1[O:8][CH3:9]. The yield is 89.0%. The product is CC1=[N+](C=CC(=C1CCl)C)[O-] (2,4-dimethyl-3-chloromethylpyridine-N-oxide). Reported procedure: The 2,4-dimethyl-3-chloromethylpyridine (21.5 g, 138 mmol) was dissolved in CHCl3 (800 mL) and cooled under nitrogen to 0° C. and m-chloroperbenzoic acid (55%, 35 g) was added in small portions. The reaction was stirred for 4 hours. The solution was extracted twice with saturated aqueous sodium bicarbonate (500 mL). The organic phase was dried with MgSO4, filtered and the solvent removed under reduced pressure. The residue was chromatographed on silica gel packed in 98:2 CH2 Cl2 :MeOH and eluted... As a reaction SMILES: [CH3:1][C:2]1[C:7]([CH2:8][Cl:9])=[C:6]([CH3:10])[CH:5]=[CH:4][N:3]=1.ClC1C=CC=C(C(OO)=[O:19])C=1>C(Cl)(Cl)Cl>[CH3:1][C:2]1[C:7]([CH2:8][Cl:9])=[C:6]([CH3:10])[CH:5]=[CH:4][N+:3]=1[O-:19]. The solvent is C(Cl)(Cl)Cl (CHCl3). Conditions: temperature 0 celsius, time 4 hour. Starting materials: CC1=NC=CC(=C1CCl)C (2,4-dimethyl-3-chloromethylpyridine), ClC1=CC(=CC=C1)C(=O)OO (m-chloroperbenzoic acid). The reactants are Cl, C1COCCO1, CC(C)(C)OC(=O)N1C(CC(=O)Nc2cccc(C(=O)c3ccccc3)c2)CSC1c1cccnc1. The product is O=C(CC1CSC(c2cccnc2)N1)Nc1cccc(C(=O)c2ccccc2)c1. As a reaction SMILES: [ClH:1].[O:38]1[CH2:39][CH2:40][O:41][CH2:42][CH2:43]1.[n:2]1[cH:3][c:4]([CH:8]2[S:9][CH2:10][CH:11]([CH2:20][C:21](=[O:22])[NH:23][c:24]3[cH:25][c:26]([C:30]([c:31]4[cH:32][cH:33][cH:34][cH:35][cH:36]4)=[O:37])[cH:27][cH:28][cH:29]3)[N:12]2[C:13]([O:14][C:15]([CH3:16])([CH3:17])[CH3:18])=[O:19])[cH:5][cH:6][cH:7]1>>[n:2]1[cH:3][c:4]([CH:8]2[S:9][CH2:10][CH:11]([CH2:20][C:21](=[O:22])[NH:23][c:24]3[cH:25][c:26]([C:30]([c:31]4[cH:32][cH:33][cH:34][cH:35][cH:36]4)=[O:37])[cH:27][cH:28][cH:29]3)[NH:12]2)[cH:5][cH:6][cH:7]1. Reactants: FC1(CCC(CC1)C1=C(C(=NC=2CC(C[C@@H](C12)OCC1=CC=C(C=C1)OC)(C)C)C1CCN(CC1)C1=NC=C(C=N1)OCC1COC(OC1)(C)C)[C@H](C1=CC=C(C=C1)C(F)(F)F)F)F ((5S)-4-(4,4-Difluorocyclohexyl)-2-(1-{5-[(2,2-dimethyl-1,3-dioxan-5-yl)methoxy]pyrimidin-2-yl}piperidin-4-yl)-3-{(S)-fluoro[4-(trifluoromethyl)phenyl]methyl}-5-[(4-methoxybenzyl)oxy]-7,7-dimethyl-5,6,7,8-tetrahydroquinoline), C(O)([O-])=O.[Na+] (sodium hydrogencarbonate), [OH-].[Na+] (sodium hydroxide), Cl (hydrochloric acid). Solvent: O1CCOCC1 (1,4-dioxane). Run at temperature 80 celsius, time 2 hour. Yields the product FC1(CCC(CC1)C1=C(C(=NC=2CC(C[C@@H](C12)O)(C)C)C1CCN(CC1)C1=NC=C(C=N1)OCC(CO)CO)[C@H](C1=CC=C(C=C1)C(F)(F)F)F)F ((5S)-4-(4,4-Difluorocyclohexyl)-3-{(S)-fluoro[4-(trifluoromethyl)phenyl]methyl}-2-(1-{5-[3-hydroxy-2-(hydroxymethyl)propoxy]pyrimidin-2-yl}piperidin-4-yl)-7,7-dimethyl-5,6,7,8-tetrahydroquinolin-5-ol). The yield is 82.7%. RXN SMILES: [F:1][C:2]1([F:64])[CH2:7][CH2:6][CH:5]([C:8]2[C:17]3[C@@H:16]([O:18]CC4C=CC(OC)=CC=4)[CH2:15][C:14]([CH3:29])([CH3:28])[CH2:13][C:12]=3[N:11]=[C:10]([CH:30]3[CH2:35][CH2:34][N:33]([C:36]4[N:41]=[CH:40][C:39]([O:42][CH2:43][CH:44]5[CH2:49][O:48]C(C)(C)[O:46][CH2:45]5)=[CH:38][N:37]=4)[CH2:32][CH2:31]3)[C:9]=2[C@@H:52]([F:63])[C:53]2[CH:58]=[CH:57][C:56]([C:59]([F:62])([F:61])[F:60])=[CH:55][CH:54]=2)[CH2:4][CH2:3]1.Cl.C(=O)([O-])O.[Na+].[OH-].[Na+]>O1CCOCC1>[F:64][C:2]1([F:1])[CH2:3][CH2:4][CH:5]([C:8]2[C:17]3[C@@H:16]([OH:18])[CH2:15][C:14]([CH3:28])([CH3:29])[CH2:13][C:12]=3[N:11]=[C:10]([CH:30]3[CH2:35][CH2:34][N:33]([C:36]4[N:41]=[CH:40][C:39]([O:42][CH2:43][CH:44]([CH2:49][OH:48])[CH2:45][OH:46])=[CH:38][N:37]=4)[CH2:32][CH2:31]3)[C:9]=2[C@@H:52]([F:63])[C:53]2[CH:58]=[CH:57][C:56]([C:59]([F:60])([F:62])[F:61])=[CH:55][CH:54]=2)[CH2:6][CH2:7]1 |f:2.3,4.5|. Reported procedure: To a solution of 8.42 g (9.39 mmol) of (5S)-4-(4,4-Difluorocyclohexyl)-2-(1-{5-[(2,2-dimethyl-1,3-dioxan-5-yl)methoxy]pyrimidin-2-yl}piperidin-4-yl)-3-{(S)-fluoro[4-(trifluoromethyl)phenyl]methyl}-5-[(4-methoxybenzyl)oxy]-7,7-dimethyl-5,6,7,8-tetrahydroquinoline, which was prepared by a method similar to that of Reference Example 21, in 75 ml of 1,4-dioxane, 15 ml of 6 N hydrochloric acid was added, and the reaction mixture was stirred at 80° C. for 2 hours. After completion of the reaction, the... Starting materials: N(=NC(=O)OC(C)(C)C)C(=O)OC(C)(C)C (Di-tert-butyl azodicarboxylate), ClC1=NC=C(C(=N1)NC1=C(C=CC=C1F)O)Cl (2-(2,5-Dichloro-pyrimidin-4-ylamino)-3-fluoro-phenol), C(CO)(=O)OC (Methyl Glycolate), C1(=CC=CC=C1)P(C1=CC=CC=C1)C1=CC=CC=C1 (Triphenylphosphine), C(CO)(=O)OC (Methyl Glycolate), N(=NC(=O)OC(C)(C)C)C(=O)OC(C)(C)C (Di-tert-butyl azodicarboxylate), C1(=CC=CC=C1)P(C1=CC=CC=C1)C1=CC=CC=C1 (Triphenylphosphine). The solvent is C(Cl)Cl (Methylene chloride). Reaction conditions: temperature 0 celsius, time 8 hour. Yields the product COC(COC1=C(C(=CC=C1)F)NC1=NC(=NC=C1Cl)Cl)=O ([2-(2,5-Dichloro-pyrimidin-4-ylamino)-3-fluoro-phenoxy]-acetic acid methyl ester). Yield: 79.5%. As a reaction SMILES: [Cl:1][C:2]1[N:7]=[C:6]([NH:8][C:9]2[C:14]([F:15])=[CH:13][CH:12]=[CH:11][C:10]=2[OH:16])[C:5]([Cl:17])=[CH:4][N:3]=1.[C:18]([O:22][CH3:23])(=[O:21])[CH2:19]O.C1(P(C2C=CC=CC=2)C2C=CC=CC=2)C=CC=CC=1.N(C(OC(C)(C)C)=O)=NC(OC(C)(C)C)=O>C(Cl)Cl>[CH3:23][O:22][C:18](=[O:21])[CH2:19][O:16][C:10]1[CH:11]=[CH:12][CH:13]=[C:14]([F:15])[C:9]=1[NH:8][C:6]1[C:5]([Cl:17])=[CH:4][N:3]=[C:2]([Cl:1])[N:7]=1. Procedure details: To a suspension of 2-(2,5-Dichloro-pyrimidin-4-ylamino)-3-fluoro-phenol (0.300 g, 1.09 mmol), Methyl Glycolate (0.118 g, 1.31 mmol), and Triphenylphosphine (0.459 g, 1.75 mmol) in Methylene chloride (10 mL) cooled to 0° C. on an ice bath was slowly added Di-tert-butyl azodicarboxylate (0.403 g, 1.75 mmol), at which time a solution formed. The reaction mixture was stirred at rt overnight. The reaction did not go to completion, so one additional equivalent of Methyl Glycolate and Triphenylphosphin...